Dataset: the Open Reaction Database (ORD), a public repository of structured organic reaction records. Task: describe an organic reaction: reactants, conditions, products, and yield Reactants: CC1=NN(C(=N1)C=1N=C2C3=CC=C(C=C3OCCN2C1)C=1C=NN(C1C1CNCCC1)C)C(C)C (4-[3-methyl-1-(propan-2-yl)-1H-1,2,4-triazol-5-yl]-12-[1-methyl-5-(piperidin-3-yl)-1H-pyrazol-4-yl]-9-oxa-3,6-diazatricyclo[8.4.0.02,6]tetradeca1 (14),2,4,10,12-pentaene), BrC(C(=O)OCC)(C)C (ethyl 2-bromo-2-methylpropanoate), Ag2O, O (H2O). Run in CC#N (CH3CN). Run at temperature 60 celsius. Product: CC(C(=O)OCC)(C)N1CC(CCC1)C1=C(C=NN1C)C=1C=C2OCCN3C=C(N=C3C2=CC1)C1=NC(=NN1C(C)C)C (ethyl 2-methyl-2-[3-(1-methyl-4-{4-[3-methyl-1-(propan-2-yl)-1H-1,2,4-triazol-5-yl]-9-oxa-3,6-diazatricyclo[8.4.0.02,6]tetradeca1(14),2,4,10,12-pentaen-12-yl}-1H-pyrazol-5-yl)piperidin-1-yl]propanoate). The yield is 47.0%. As a reaction SMILES: [CH3:1][C:2]1[N:6]=[C:5]([C:7]2[N:8]=[C:9]3[N:19]([CH:20]=2)[CH2:18][CH2:17][O:16][C:15]2[C:10]3=[CH:11][CH:12]=[C:13]([C:21]3[CH:22]=[N:23][N:24]([CH3:32])[C:25]=3[CH:26]3[CH2:31][CH2:30][CH2:29][NH:28][CH2:27]3)[CH:14]=2)[N:4]([CH:33]([CH3:35])[CH3:34])[N:3]=1.Br[C:37]([CH3:44])([CH3:43])[C:38]([O:40][CH2:41][CH3:42])=[O:39].O>CC#N>[CH3:43][C:37]([N:28]1[CH2:29][CH2:30][CH2:31][CH:26]([C:25]2[N:24]([CH3:32])[N:23]=[CH:22][C:21]=2[C:13]2[CH:14]=[C:15]3[C:10](=[CH:11][CH:12]=2)[C:9]2[N:19]([CH:20]=[C:7]([C:5]4[N:4]([CH:33]([CH3:35])[CH3:34])[N:3]=[C:2]([CH3:1])[N:6]=4)[N:8]=2)[CH2:18][CH2:17][O:16]3)[CH2:27]1)([CH3:44])[C:38]([O:40][CH2:41][CH3:42])=[O:39]. Procedure: A mixture of 4-[3-methyl-1-(propan-2-yl)-1H-1,2,4-triazol-5-yl]-12-[1-methyl-5-(piperidin-3-yl)-1H-pyrazol-4-yl]-9-oxa-3,6-diazatricyclo[8.4.0.02,6]tetradeca1 (14),2,4,10,12-pentaene (60 mg, 0.127 mmol), ethyl 2-bromo-2-methylpropanoate (247.65 mg, 1.27 mmol), Ag2O (294 mg, 1.27 mmol), H2O (0.1 ml) and CH3CN (1.5 ml) in a seal tube was heated at 60° C. for 8 h. The solid was filtered off and the filtrate was purified by Combiflash eluting with a 0-70% gradient of CH3CN in 0.3% NH4HCO3 to afford ... The reagents and catalysts are C(C)(=O)[O-].[Hg+] (mercury acetate). Product: C(=C)OCCC1=CC=C(C=C1)O (4-(2-vinyloxyethyl)phenol). Isolated yield 60.0%. The solvent is formula 4. The reactants are OC1=CC=C(CCO)C=C1 (4-Hydroxyphenethyl alcohol), OC1=CC=C(CCO)C=C1 (4-hydroxyphenethyl alcohol), C(C)OC=C (ethylvinyl ether). Reaction SMILES: [OH:1][C:2]1[CH:10]=[CH:9][C:5]([CH2:6][CH2:7][OH:8])=[CH:4][CH:3]=1.[CH2:11](OC=C)[CH3:12]>C([O-])(=O)C.[Hg+]>[CH:11]([O:8][CH2:7][CH2:6][C:5]1[CH:9]=[CH:10][C:2]([OH:1])=[CH:3][CH:4]=1)=[CH2:12] |f:2.3|. Reported procedure: 4-Hydroxyphenethyl alcohol of formula 3a (15.0 g, 108.0 mmol) was added to ethylvinyl ether of formula 4(200 ml) and stirred for 20 minutes. After cooling to 0° C., mercury acetate (3.4 g, 10.8 mmol) was added and the reaction mixture was stirred for 24 hrs at room temperature. After evaporating solvent, the residue was purified by fresh column chromatography on silica gel (hexane/ethylacetate=5/1, v/v) to obtain pale yellow liquid of the desired product, 4-(2-vinyloxyethyl)phenol of formula 5a ... Run at temperature 0 celsius, time 20 minute. Reactants: B1(OC(C(O1)(C)C)(C)C)B2OC(C(O2)(C)C)(C)C (bis(pinacolato)diboron), C([O-])([O-])=O.[K+].[K+] (potassium carbonate), BrC1=CC(=C(C=C1)CO)OC ((4-bromo-2-methoxyphenyl)methanol), BrC1=CC=C(C=C1)NC(=O)[C@H]1CN2CCC1CC2 ((3R)-N-(4-bromophenyl)-1-azabicyclo[2.2.2]octane-3-carboxamide), [OH-].[Na+] (sodium hydroxide). Reagents/catalysts: C1=CC=C(C=C1)P([C-]2C=CC=C2)C3=CC=CC=C3.C1=CC=C(C=C1)P([C-]2C=CC=C2)C3=CC=CC=C3.Cl[Pd]Cl.[Fe+2] (PdCl2(dppf)), C1=CC=C(C=C1)P([C-]2C=CC=C2)C3=CC=CC=C3.C1=CC=C(C=C1)P([C-]2C=CC=C2)C3=CC=CC=C3.Cl[Pd]Cl.[Fe+2] (PdCl2(dppf)). Solvent: CN(C)C=O (DMF). Conditions: temperature 85 celsius, time 15 minute. Product: OCC1=C(C=C(C=C1)C1=CC=C(C=C1)NC(=O)[C@H]1CN2CCC1CC2)OC ((3R)-N-[4′-(Hydroxymethyl)-3′-(methoxy)-1,1′-biphenyl-4-yl]-1-azabicyclo[2.2.2]-octane-3-carboxamide). Reaction SMILES: B1(B2OC(C)(C)C(C)(C)O2)OC(C)(C)C(C)(C)O1.C(=O)([O-])[O-].[K+].[K+].Br[C:26]1[CH:31]=[CH:30][C:29]([CH2:32][OH:33])=[C:28]([O:34][CH3:35])[CH:27]=1.Br[C:37]1[CH:42]=[CH:41][C:40]([NH:43][C:44]([C@@H:46]2[CH:51]3[CH2:52][CH2:53][N:48]([CH2:49][CH2:50]3)[CH2:47]2)=[O:45])=[CH:39][CH:38]=1.[OH-].[Na+]>CN(C=O)C.C1C=CC(P(C2C=CC=CC=2)[C-]2C=CC=C2)=CC=1.C1C=CC(P(C2C=CC=CC=2)[C-]2C=CC=C2)=CC=1.Cl[Pd]Cl.[Fe+2]>[OH:33][CH2:32][C:29]1[CH:30]=[CH:31][C:26]([C:37]2[CH:42]=[CH:41][C:40]([NH:43][C:44]([C@@H:46]3[CH:51]4[CH2:52][CH2:53][N:48]([CH2:49][CH2:50]4)[CH2:47]3)=[O:45])=[CH:39][CH:38]=2)=[CH:27][C:28]=1[O:34][CH3:35] |f:1.2.3,6.7,9.10.11.12|. Procedure: 118 mg (0.47) of bis(pinacolato)diboron, 193 mg (1.4 mmol) of dry potassium carbonate, and (4-bromo-2-methoxyphenyl)methanol are dissolved in 1 ml of DMF. Argon is passed through the reaction mixture for 15 minutes, and then 14.2 mg (0.02 mmol) of PdCl2(dppf) are added, and the mixture is heated at 85° C. overnight. Then, 120 mg (0.39 mmol) of (3R)-N-(4-bromophenyl)-1-azabicyclo[2.2.2]octane-3-carboxamide, 1.94 ml of 1N sodium hydroxide solution and a further 14.2 mg (0.02 mmol) of PdCl2(dppf) a... The reactants are C(C)N(CCC1=CC=C(C=C1)N)CC (4-(2-diethylaminoethyl)phenylamine), ClC1=C(C=CC(=C1)Cl)C#CC(=O)O ((2,4-dichlorophenyl)propynoic acid), ClCCl.C(C)O.N (dichloromethane ethanol ammonia). Product: Cl.C(C)N(CCC1=CC=C(C=C1)NC(C#CC1=C(C=C(C=C1)Cl)Cl)=O)CC (3-(2,4-dichlorophenyl)propynoic acid-[4-(2-diethylaminoethyl)phenyl]amide hydrochloride). RXN SMILES: [CH2:1]([N:3]([CH2:13][CH3:14])[CH2:4][CH2:5][C:6]1[CH:11]=[CH:10][C:9]([NH2:12])=[CH:8][CH:7]=1)[CH3:2].[Cl:15][C:16]1[CH:21]=[C:20]([Cl:22])[CH:19]=[CH:18][C:17]=1[C:23]#[C:24][C:25](O)=[O:26].ClCCl.C(O)C.N>>[ClH:15].[CH2:13]([N:3]([CH2:1][CH3:2])[CH2:4][CH2:5][C:6]1[CH:7]=[CH:8][C:9]([NH:12][C:25](=[O:26])[C:24]#[C:23][C:17]2[CH:18]=[CH:19][C:20]([Cl:22])=[CH:21][C:16]=2[Cl:15])=[CH:10][CH:11]=1)[CH3:14] |f:2.3.4,5.6|. Reported procedure: Prepared analogously to Example 2.3.f. from 4-(2-diethylaminoethyl)phenylamine and (2,4-dichlorophenyl)propynoic acid. Yield: 0.3 g (47% of theory); melting point: 204° C.-208° C.; C21H22Cl2N2O (M=425.78); calc.: molecular ion peak (M+H)+: 389/391/393; found: molecular ion peak (M+H)+: 389/391/393; Rf value: 0.6 (silica gel, dichloromethane/ethanol/ammonia (5:1:0.01)). Starting materials: FC(C1=CC2=C(SC3=C(C(C2)=O)C=CC=C3)C=C1)(F)F (10,11-dihydro-2-trifluoromethyl-dibenzo[b,f]-thiepin-10-one), O (water), C(Cl)(Cl)Cl (chloroform), [BH4-].[Na+] (sodium borohydride). The solvent is C(C)O (ethanol). Reaction conditions: temperature 30 celsius. The product is FC(C1=CC2=C(SC3=C(C(C2)O)C=CC=C3)C=C1)(F)F (10,11-dihydro-2-trifluoromethyl-dibenzo[b,f]thiepin-10-ol). RXN SMILES: [F:1][C:2]([F:20])([F:19])[C:3]1[CH:18]=[CH:17][C:6]2[S:7][C:8]3[CH:16]=[CH:15][CH:14]=[CH:13][C:9]=3[C:10](=[O:12])[CH2:11][C:5]=2[CH:4]=1.[BH4-].[Na+].O.C(Cl)(Cl)Cl>C(O)C>[F:20][C:2]([F:1])([F:19])[C:3]1[CH:18]=[CH:17][C:6]2[S:7][C:8]3[CH:16]=[CH:15][CH:14]=[CH:13][C:9]=3[CH:10]([OH:12])[CH2:11][C:5]=2[CH:4]=1 |f:1.2|. Procedure: 12 g of 10,11-dihydro-2-trifluoromethyl-dibenzo[b,f]-thiepin-10-one are dissolved in 110 ml of absolute ethanol and treated with 4 g of sodium borohydride. The mixture is held at reflux for 12 minutes, cooled to 30° C and treated with 350 ml of water and 100 ml of chloroform. After equilibration, the organic phase is washed with aqueous sodium chloride solution, dried over sodium sulphate and evaporated under reduced pressure. There is obtained 10,11-dihydro-2-trifluoromethyl-dibenzo[b,f]thiepin... Starting materials: C1(=CC=CC=C1)CCC(=O)OC (methyl 3-phenylpropionate), C[SiH](O[SiH](C)C)C (1,1,3,3-tetramethyldisiloxane), [F-].C(CCC)[N+](CCCC)(CCCC)CCCC (tetrabutylammonium fluoride). Solvent: C1CCOC1 (THF), C1CCOC1 (THF). Reaction conditions: time 3 hour. Yields the product C1(=CC=CC=C1)CCCO (3-phenylpropan-1-ol). Isolated yield 96.0%. Reaction SMILES: [C:1]1([CH2:7][CH2:8][C:9](OC)=[O:10])[CH:6]=[CH:5][CH:4]=[CH:3][CH:2]=1.C[SiH](C)O[SiH](C)C.[F-].C([N+](CCCC)(CCCC)CCCC)CCC>C1COCC1>[C:1]1([CH2:7][CH2:8][CH2:9][OH:10])[CH:6]=[CH:5][CH:4]=[CH:3][CH:2]=1 |f:2.3|. Procedure details: A 30-mL eggplant flask equipped with a magnetic stirrer was heat dried while pumping to a vacuum of 5 Pa before its interior was purged with nitrogen atmosphere. To the flask, methyl 3-phenylpropionate (167 mg, 1.0 mmol) and 1,1,3,3-tetramethyldisiloxane (336 mg, 2.5 mmol) were added through a syringe, and iron complex A (15 mg, 0.03 mol) was added as catalyst. The solution was stirred at room temperature for 3 hours. At 0° C., THF (1 mL) and tetrabutylammonium fluoride in THF (1 M, 1 mL) were t...